describe an organic reaction: reactants, conditions, products, and yield From a dataset of the Open Reaction Database (ORD), a public repository of structured organic reaction records. Starting materials: CC(C)N(Cc1ccc(C(=O)N2CCN(C(=O)OC(C)(C)C)CC2)cc1)C(C)C, CCOC(C)=O, O=C(O)C(F)(F)F. As a reaction SMILES: [C:1]([O:2][C:3](=[O:4])[N:8]1[CH2:9][CH2:10][N:11]([C:14]([c:15]2[cH:16][cH:17][c:18]([CH2:21][N:22]([CH:23]([CH3:24])[CH3:25])[CH:26]([CH3:27])[CH3:28])[cH:19][cH:20]2)=[O:29])[CH2:12][CH2:13]1)([CH3:5])([CH3:6])[CH3:7].[CH3:37][CH2:38][O:39][C:40](=[O:41])[CH3:42].[OH:30][C:31]([C:32]([F:33])([F:34])[F:35])=[O:36]>>[NH:8]1[CH2:9][CH2:10][N:11]([C:14]([c:15]2[cH:16][cH:17][c:18]([CH2:21][N:22]([CH:23]([CH3:24])[CH3:25])[CH:26]([CH3:27])[CH3:28])[cH:19][cH:20]2)=[O:29])[CH2:12][CH2:13]1. Yields the product CC(C)N(Cc1ccc(C(=O)N2CCNCC2)cc1)C(C)C. The reactants are aqueous solution, [OH-].[Na+] (sodium hydroxide), C(C)(C)(C)OC(=O)C1=C(C=CC=C1)C1=CC=C(C=C1)CN1C(=NC(=C1C#N)C(CC)O)CCCC (1-[(2'-t-butoxycarbonylbiphenyl-4-yl)methyl]-2-butyl-4-(1-hydroxypropyl)imidazole-5-carbonitrile). The solvent is C(C)O (ethanol). The product is C(C)(C)(C)OC(=O)C1=C(C=CC=C1)C1=CC=C(C=C1)CN1C(=NC(=C1C(=O)N)C(CC)O)CCCC (1-[(2'-t-Butoxycarbonylbiphenyl-4-yl)methyl]-2-butyl-4-(1-hydroxypropyl)imidazole-5-carboxamide). RXN SMILES: [OH-:1].[Na+].[C:3]([O:7][C:8]([C:10]1[CH:15]=[CH:14][CH:13]=[CH:12][C:11]=1[C:16]1[CH:21]=[CH:20][C:19]([CH2:22][N:23]2[C:27]([C:28]#[N:29])=[C:26]([CH:30]([OH:33])[CH2:31][CH3:32])[N:25]=[C:24]2[CH2:34][CH2:35][CH2:36][CH3:37])=[CH:18][CH:17]=1)=[O:9])([CH3:6])([CH3:5])[CH3:4]>C(O)C>[C:3]([O:7][C:8]([C:10]1[CH:15]=[CH:14][CH:13]=[CH:12][C:11]=1[C:16]1[CH:21]=[CH:20][C:19]([CH2:22][N:23]2[C:27]([C:28]([NH2:29])=[O:1])=[C:26]([CH:30]([OH:33])[CH2:31][CH3:32])[N:25]=[C:24]2[CH2:34][CH2:35][CH2:36][CH3:37])=[CH:18][CH:17]=1)=[O:9])([CH3:6])([CH3:5])[CH3:4] |f:0.1|. Procedure details: 20 ml of a 1N aqueous solution of sodium hydroxide were added to a solution of 368 mg of 1-[(2'-t-butoxycarbonylbiphenyl-4-yl)methyl]-2-butyl-4-(1-hydroxypropyl)imidazole-5-carbonitrile [prepared as described in step (b) above] dissolved in 20 ml of ethanol, and the resulting mixture was heated under reflux for 6 hours. At the end of this time, the reaction mixture was worked up in a similar manner to that described in Example 45(c), to afford 316 mg of the title compound as an amorphous solid. The reactants are C(C1=CC=CC=C1)C1=C(N)C(=CC=C1)C (2-benzyl-6-methylaniline), ClCCCC(=O)Cl (4-chlorobutyryl choride). Product: C(C1=CC=CC=C1)C1=C(C(=CC=C1)C)NC(CCCCl)=O (2-benzyl-1-(4-chlorobutyrylamino)-6-methylbenzene). Reaction SMILES: [CH2:1]([C:8]1[CH:14]=[CH:13][CH:12]=[C:11]([CH3:15])[C:9]=1[NH2:10])[C:2]1[CH:7]=[CH:6][CH:5]=[CH:4][CH:3]=1.[Cl:16][CH2:17][CH2:18][CH2:19][C:20](Cl)=[O:21]>>[CH2:1]([C:8]1[CH:14]=[CH:13][CH:12]=[C:11]([CH3:15])[C:9]=1[NH:10][C:20](=[O:21])[CH2:19][CH2:18][CH2:17][Cl:16])[C:2]1[CH:3]=[CH:4][CH:5]=[CH:6][CH:7]=1. Procedure details: 2-benzyl-6-methylaniline and 4-chlorobutyryl choride were used to produce the above compound in the same way as Reference Example 8. Reactants: CCOc1cc(N(CC)c2ccccc2)cc(C)n1, CCOC(C)=O, Cl, Cl, NCCO, [Na+], [Na+], O=C([O-])[O-], O. The product is CCN(c1ccccc1)c1cc(C)nc(NCCO)c1, Cl. RXN SMILES: [CH2:2]([CH3:3])[N:4]([c:5]1[cH:6][cH:7][cH:8][cH:9][cH:10]1)[c:11]1[cH:12][c:13]([O:18][CH2:19][CH3:20])[n:14][c:15]([CH3:17])[cH:16]1.[CH3:33][CH2:34][O:35][C:36](=[O:37])[CH3:38].[ClH:1].[ClH:27].[NH2:28][CH2:29][CH2:30][OH:31].[Na+:21].[Na+:22].[O-:23][C:24](=[O:25])[O-:26].[OH2:32]>>[CH2:2]([CH3:3])[N:4]([c:5]1[cH:6][cH:7][cH:8][cH:9][cH:10]1)[c:11]1[cH:12][c:13]([NH:28][CH2:29][CH2:30][OH:31])[n:14][c:15]([CH3:17])[cH:16]1.[ClH:1]. Starting materials: C(C)NN1NC(=CC(=N1)Cl)Cl (2-ethylamino-4,6-dichlorotriazine), N1=C(Cl)N=C(Cl)N=C1Cl (cyanuric chloride), CC(=O)C (acetone), ice water, [OH-].[Na+] (sodium hydroxide), C([O-])([O-])=O.[Na+].[Na+] (sodium carbonate), [OH-].[Na+] (sodium hydroxide). Solvent: O (water). Reaction conditions: time 6 hour. Product: C(C)N(C1=NC(=NC(=N1)Cl)Cl)C1=NC(=NC(=N1)Cl)Cl (ethyl-bis-(4,6-dichloro-s-triazin-2-yl)-amine). Reaction SMILES: [OH-].[Na+].C(NN1[N:11]=[C:10]([Cl:12])C=C(Cl)N1)C.[N:14]1[C:21]([Cl:22])=[N:20][C:18]([Cl:19])=[N:17][C:15]=1Cl.C(=O)([O-])[O-].[Na+].[Na+].C[C:30]([CH3:32])=O>O>[CH2:30]([N:14]([C:15]1[N:11]=[C:10]([Cl:12])[N:20]=[C:18]([Cl:19])[N:17]=1)[C:15]1[N:14]=[C:21]([Cl:22])[N:20]=[C:18]([Cl:19])[N:17]=1)[CH3:32] |f:0.1,4.5.6|. Reported procedure: A solution of 0.4 g of sodium hydroxide in 4 ml of water was added dropwise with stirring over a period of 20 minutes to a solution of 1.93 g of 2-ethylamino-4,6-dichlorotriazine and 1.85 g of cyanuric chloride in 50 cc of acetone which had been cooled to 0°-5° C. Stirring was continued for 6 hours after all the sodium hydroxide solution had been added. The resulting solution was then neutralised with sodium carbonate and stirred into ice water. The precipitate was collected, dried and recrystal... Starting materials: Cc1cc(C)cc(Oc2[nH]c(=O)[nH]c(=O)c2C(C)C)c1, FC(F)(F)Oc1ccc(CBr)cc1. Product: Cc1cc(C)cc(Oc2c(C(C)C)c(=O)[nH]c(=O)n2Cc2ccc(OC(F)(F)F)cc2)c1. As a reaction SMILES: [CH:1]([CH3:2])([CH3:3])[c:4]1[c:5](=[O:20])[nH:6][c:7](=[O:19])[nH:8][c:9]1[O:10][c:11]1[cH:12][c:13]([CH3:18])[cH:14][c:15]([CH3:17])[cH:16]1.[F:21][C:22]([O:23][c:24]1[cH:25][cH:26][c:27]([CH2:28][Br:29])[cH:30][cH:31]1)([F:32])[F:33]>>[CH:1]([CH3:2])([CH3:3])[c:4]1[c:5](=[O:20])[nH:6][c:7](=[O:19])[n:8]([CH2:28][c:27]2[cH:26][cH:25][c:24]([O:23][C:22]([F:21])([F:32])[F:33])[cH:31][cH:30]2)[c:9]1[O:10][c:11]1[cH:12][c:13]([CH3:18])[cH:14][c:15]([CH3:17])[cH:16]1. Starting materials: COC(=O)C=1SC(=CC1)C(F)F (5-Difluoromethyl-2-thiophenecarboxylic acid methyl ester), [OH-].[Na+] (sodium hydroxide). Solvent: CO (methanol). Reaction conditions: time 2 hour. Yields the product FC(C1=CC=C(S1)C(=O)O)F (5-difluoromethyl-2-thiophenecarboxylic acid). The yield is 89.1%. RXN SMILES: C[O:2][C:3]([C:5]1[S:6][C:7]([CH:10]([F:12])[F:11])=[CH:8][CH:9]=1)=[O:4].[OH-].[Na+]>CO>[F:12][CH:10]([F:11])[C:7]1[S:6][C:5]([C:3]([OH:4])=[O:2])=[CH:9][CH:8]=1 |f:1.2|. Procedure details: 5-Formyl-2-thiophenecarboxylic acid methyl ester (1.7 g) (synthesized in accordance with the method described in J. Heterocyclic Chem., 28, 17 (1991)) in methylene chloride (10 ml) was slowly added dropwise to diethylaminosulfur trifluoride (DAST) (1.6 g) in methylene chloride (20 ml). The mixture was stirred at room temperature for 2 hours, and then diethylaminosulfur trifluoride (DAST) (0.5 g) was further added. The resulting mixture was stirred at room temperature for 1 hour, and water (10 ml... Starting materials: C(C)OC(C(C(C(F)(F)F)C(F)(F)F)NS(=O)(=O)C1=CC(=CC(=C1)F)F)=O (2-(3,5-difluoro-benzenesulfonylamino)-4,4,4-trifluoro-3-trifluoromethyl-butyric acid ethyl ester), [Li+].[BH4-] (LiBH4), O (water), CCOC(=O)C (EtOAc), [BH4-].[Li+] (lithium borohydride). Solvent: C1CCOC1 (THF), C1CCOC1 (THF). Conditions: temperature 25 celsius, time 18 hour. Product: FC=1C=C(C=C(C1)F)S(=O)(=O)NC(C(C(F)(F)F)C(F)(F)F)CO (3,5-Difluoro-N-(3,3,3-trifluoro-1-hydroxymethyl-2-trifluoromethyl-propyl)-benzenesulfonamide). As a reaction SMILES: C([O:3][C:4](=O)[CH:5]([NH:15][S:16]([C:19]1[CH:24]=[C:23]([F:25])[CH:22]=[C:21]([F:26])[CH:20]=1)(=[O:18])=[O:17])[CH:6]([C:11]([F:14])([F:13])[F:12])[C:7]([F:10])([F:9])[F:8])C.[Li+].[BH4-].O.CCOC(C)=O>C1COCC1>[F:25][C:23]1[CH:24]=[C:19]([S:16]([NH:15][CH:5]([CH2:4][OH:3])[CH:6]([C:7]([F:10])([F:8])[F:9])[C:11]([F:13])([F:12])[F:14])(=[O:17])=[O:18])[CH:20]=[C:21]([F:26])[CH:22]=1 |f:1.2|. Procedure: To a solution of 2-(3,5-difluoro-benzenesulfonylamino)-4,4,4-trifluoro-3-trifluoromethyl-butyric acid ethyl ester in anhydrous THF (5 mL) at 0° C. was added 2M LiBH4 solution in THF (0.5 mL). The solution was allowed to warm to 25° C. and stir for 18 h. LC-MS of a reaction aliquot revealed unreacted starting material present. The reaction solution was immersed in an ice bath and 2M lithium borohydride (0.5 mL) was added and the solution allowed to warm to 25° C. and was stirred for 18 h. This pr... Reactants: [OH-].[Na+] (sodium hydroxide), C(C)(=O)SC[C@@H]1C(N[C@H](CCCCCC1)C(=O)NC=1C=NC=CC1)=O (3-(N-[[trans 3-(acetylthiomethyl)-2-oxo-1-azacyclodecan-10-yl]-carbonyl]-amino)-pyridine), Cl (hydrochloric acid). The solvent is C(C)O (ethanol). Conditions: time 90 minute. Yields the product Cl.SC[C@@H]1C(N[C@H](CCCCCC1)C(=O)NC=1C=NC=CC1)=O (3-(N-[[trans 3-mercaptomethyl-2-oxo-1-azacylodecan-10-yl]-carbonyl]-amino)-pyridine hydrochloride). As a reaction SMILES: C([S:4][CH2:5][C@H:6]1[CH2:15][CH2:14][CH2:13][CH2:12][CH2:11][CH2:10][C@H:9]([C:16]([NH:18][C:19]2[CH:20]=[N:21][CH:22]=[CH:23][CH:24]=2)=[O:17])[NH:8][C:7]1=[O:25])(=O)C.[OH-].[Na+].[ClH:28]>C(O)C>[ClH:28].[SH:4][CH2:5][C@H:6]1[CH2:15][CH2:14][CH2:13][CH2:12][CH2:11][CH2:10][C@H:9]([C:16]([NH:18][C:19]2[CH:20]=[N:21][CH:22]=[CH:23][CH:24]=2)=[O:17])[NH:8][C:7]1=[O:25] |f:1.2,5.6|. Reported procedure: 3-(N-[[trans 3-(acetylthiomethyl)-2-oxo-1-azacyclodecan-10-yl]-carbonyl]-amino)-pyridine (0.040 g, 0.11 mmol) is dissolved in ethanol (1.0 mL). An aqueous solution of nitrogen-degassed 1N sodium hydroxide (0.33 mL, 0.33 mmol) is added, and the reaction is stirred for 90 minutes. The reaction is quenched with 1N hydrochloric acid (0.33 mL, 0.33 mmol), and the solvent is evaporated. The residue is partitioned between ethyl acetate and water, and the aqueous layer is extracted several times with et...